From a dataset of the Open Reaction Database (ORD), a public repository of structured organic reaction records. describe an organic reaction: reactants, conditions, products, and yield Starting materials: CN(C)c1ccc(C=O)cn1, Fc1ccc(CCN2CCC(N3CCc4ccc(Br)cc43)CC2)cc1. Product: CN(C)c1ccc(C(O)c2ccc3c(c2)N(C2CCN(CCc4ccc(F)cc4)CC2)CC3)cn1. Reaction SMILES: [CH3:26][N:27]([c:28]1[n:29][cH:30][c:31]([CH:34]=[O:35])[cH:32][cH:33]1)[CH3:36].[F:1][c:2]1[cH:3][cH:4][c:5]([CH2:6][CH2:7][N:8]2[CH2:9][CH2:10][CH:11]([N:14]3[CH2:15][CH2:16][c:17]4[cH:18][cH:19][c:20]([Br:23])[cH:21][c:22]43)[CH2:12][CH2:13]2)[cH:24][cH:25]1>>[F:1][c:2]1[cH:3][cH:4][c:5]([CH2:6][CH2:7][N:8]2[CH2:9][CH2:10][CH:11]([N:14]3[CH2:15][CH2:16][c:17]4[cH:18][cH:19][c:20]([CH:34]([c:31]5[cH:30][n:29][c:28]([N:27]([CH3:26])[CH3:36])[cH:33][cH:32]5)[OH:35])[cH:21][c:22]43)[CH2:12][CH2:13]2)[cH:24][cH:25]1. Starting materials: BrC1=C(C(=O)O)C=CC=C1 (2-bromobenzoic acid), P(Cl)(Cl)Cl (phosphorous trichloride). Solvent: ClCCCl (1,2-dichloroethane), ClC(C)Cl (dichloroethane). The product is BrC1=C(C(=O)Cl)C=CC=C1 (2-bromobenzoyl chloride). Reaction SMILES: [Br:1][C:2]1[CH:10]=[CH:9][CH:8]=[CH:7][C:3]=1[C:4](O)=[O:5].P(Cl)(Cl)[Cl:12]>ClCCCl.ClC(Cl)C>[Br:1][C:2]1[CH:10]=[CH:9][CH:8]=[CH:7][C:3]=1[C:4]([Cl:12])=[O:5]. Reported procedure: To a mixture of 50.2 g (0.25 mole) of 2-bromobenzoic acid in 200 ml of 1,2-dichloroethane was added 13.7 g (0.10 mole) of phosphorous trichloride in 100 ml of dichloroethane. The mixture was heated at reflux for 4 hours to provide 2-bromobenzoyl chloride. The reactants are CC1(CC(=NC2=CC=C(C=C12)C#CC1=CC=C(C(=O)OCC)C=C1)SC)C (ethyl 4-[(4,4-dimethyl-2-methylthio-3,4-dihydro-6-quinolinyl)ethynyl]benzoate), CC1(CC(=NC2=CC=C(C=C12)C#CC1=CC=C(C(=O)OCC)C=C1)SC)C (ethyl 4-[(4,4-dimethyl-2-methylthio-3,4-dihydro-6-quinolinyl)ethynyl]benzoate), [H-].[Na+] (sodium hydride), ethyl 4-[(4,4-dimethyl-2-thio-1,2,3,4-tetrahydro-6-quinolinyl)ethynyl]benzoate, Compound 8, ICCCCCCC (iodoheptane). The solvent is C1CCOC1 (THF), C1CCOC1 (THF). Yields the product CC1(CC(=NC2=CC=C(C=C12)C#CC1=CC=C(C(=O)OCC)C=C1)SCCCCCCC)C (Ethyl 4-[(4,4-dimethyl-2-heptylthio-3,4-dihydro-6-quinolinyl)ethynyl]benzoate). Reaction SMILES: [H-].[Na+].I[CH2:4][CH2:5][CH2:6][CH2:7][CH2:8][CH2:9]C.[CH3:11][C:12]1([CH3:37])[C:21]2[C:16](=[CH:17][CH:18]=[C:19]([C:22]#[C:23][C:24]3[CH:34]=[CH:33][C:27]([C:28]([O:30][CH2:31][CH3:32])=[O:29])=[CH:26][CH:25]=3)[CH:20]=2)[N:15]=[C:14]([S:35][CH3:36])[CH2:13]1>C1COCC1>[CH3:37][C:12]1([CH3:11])[C:21]2[C:16](=[CH:17][CH:18]=[C:19]([C:22]#[C:23][C:24]3[CH:34]=[CH:33][C:27]([C:28]([O:30][CH2:31][CH3:32])=[O:29])=[CH:26][CH:25]=3)[CH:20]=2)[N:15]=[C:14]([S:35][CH2:36][CH2:4][CH2:5][CH2:6][CH2:7][CH2:8][CH3:9])[CH2:13]1 |f:0.1|. Procedure details: 0.025 g (0.694 mmol) of sodium hydride in 2 ml of THF, 0.229 g (0.631 mmol) of ethyl 4-[(4,4-dimethyl-2-thio-1,2,3,4-tetrahydro-6-quinolinyl)ethynyl]benzoate (Compound 8) in 2 ml of THF and 1.03 ml (6.31 mmol) of iodoheptane were reacted substantially in accordance with the procedure used for the preparation of ethyl 4-[(4,4-dimethyl-2-methylthio-3,4-dihydro-6-quinolinyl)ethynyl]benzoate (Compound 9). Purification by flash chromatography (silica gel, 10% ethyl acetate in hexane) yielded the titl... Starting materials: CC(=O)O, ClCCCl, CC(C)=O, Nc1ccccc1CCN1CCN(c2nsc3ccccc23)CC1. The product is CC(C)Nc1ccccc1CCN1CCN(c2nsc3ccccc23)CC1. RXN SMILES: [C:29]([OH:30])(=[O:31])[CH3:32].[CH2:33]([Cl:34])[CH2:35][Cl:36].[CH3:25][C:26]([CH3:27])=[O:28].[s:1]1[n:2][c:3]([N:10]2[CH2:11][CH2:12][N:13]([CH2:16][CH2:17][c:18]3[c:19]([NH2:24])[cH:20][cH:21][cH:22][cH:23]3)[CH2:14][CH2:15]2)[c:4]2[c:5]1[cH:6][cH:7][cH:8][cH:9]2>>[s:1]1[n:2][c:3]([N:10]2[CH2:11][CH2:12][N:13]([CH2:16][CH2:17][c:18]3[c:19]([NH:24][CH:26]([CH3:25])[CH3:27])[cH:20][cH:21][cH:22][cH:23]3)[CH2:14][CH2:15]2)[c:4]2[c:5]1[cH:6][cH:7][cH:8][cH:9]2.